Dataset: the Open Reaction Database (ORD), a public repository of structured organic reaction records. Task: describe an organic reaction: reactants, conditions, products, and yield Starting materials: CC(=O)Cl, Cc1ccccc1, CCCCCC1CCC(c2cc(F)c(O)c(F)c2)CC1, c1ccncc1. Product: CCCCCC1CCC(c2cc(F)c(OC(C)=O)c(F)c2)CC1. RXN SMILES: [CH3:1][C:2]([Cl:3])=[O:4].[CH3:31][c:32]1[cH:33][cH:34][cH:35][cH:36][cH:37]1.[F:5][c:6]1[c:7]([OH:24])[c:8]([F:23])[cH:9][c:10]([CH:12]2[CH2:13][CH2:14][CH:15]([CH2:18][CH2:19][CH2:20][CH2:21][CH3:22])[CH2:16][CH2:17]2)[cH:11]1.[cH:25]1[cH:26][cH:27][n:28][cH:29][cH:30]1>>[CH3:1][C:2](=[O:4])[O:24][c:7]1[c:6]([F:5])[cH:11][c:10]([CH:12]2[CH2:13][CH2:14][CH:15]([CH2:18][CH2:19][CH2:20][CH2:21][CH3:22])[CH2:16][CH2:17]2)[cH:9][c:8]1[F:23]. Reactants: C(C)(=O)O (acetic acid), [Cl-].[NH4+] (ammonium chloride), FC(C(=O)O)(F)F.ClC=1C=CC(=NC1)NC(=O)C1=NC(=CC=C1NC(=O)C1CCNCC1)C (N-(5-chloropyridin-2-yl)-6-methyl-3-[ (4-piperidinylcarbonyl)amino]pyridine-2-carboxamide trifluoroacetate), C(#N)[BH3-].[Na+] (sodium cyanoborohydride). The solvent is CO (methanol), CC(=O)C (acetone). Run at time 8 hour. The product is Cl.ClC=1C=CC(=NC1)NC(=O)C1=NC(=CC=C1NC(=O)C1CCN(CC1)C(C)C)C (N-(5-Chloropyridin-2-yl)-3-[(1-isopropylpiperidin-4-ylcarbonyl)amino]-6-methylpyridine-2-carboxamide Hydrochloride). Yield: 80.4%. Reaction SMILES: F[C:2](F)(F)[C:3](O)=O.[Cl:8][C:9]1[CH:10]=[CH:11][C:12]([NH:15][C:16]([C:18]2[C:23]([NH:24][C:25]([CH:27]3[CH2:32][CH2:31][NH:30][CH2:29][CH2:28]3)=[O:26])=[CH:22][CH:21]=[C:20]([CH3:33])[N:19]=2)=[O:17])=[N:13][CH:14]=1.[C:34](O)(=O)C.C([BH3-])#N.[Na+].[Cl-].[NH4+]>CO.CC(C)=O>[ClH:8].[Cl:8][C:9]1[CH:10]=[CH:11][C:12]([NH:15][C:16]([C:18]2[C:23]([NH:24][C:25]([CH:27]3[CH2:28][CH2:29][N:30]([CH:2]([CH3:3])[CH3:34])[CH2:31][CH2:32]3)=[O:26])=[CH:22][CH:21]=[C:20]([CH3:33])[N:19]=2)=[O:17])=[N:13][CH:14]=1 |f:0.1,3.4,5.6,9.10|. Procedure details: To a stirring suspension of N-(5-chloropyridin-2-yl)-6-methyl-3-[ (4-piperidinylcarbonyl)amino]pyridine-2-carboxamide trifluoroacetate (0.75 g, 1.54 mmol) in methanol (11 mL) was added acetone (11 mL), followed by acetic acid (0.45 mL, 7.86 mmol), and then sodium cyanoborohydride (0.51 g, 7.7 mmol). After stirring overnight, the solution was treated with saturated aqueous ammonium chloride solution, concentrated, and partitioned between dichloromethane and saturated aqueous sodium bicarbonate. T... Starting materials: P(Br)(Br)Br (phosphorus tribromide), ice, C(C)(C)(C)C1=CC=C(C=C1)C=C(CO)C (3-(p-tert.butyl-phenyl)-2-methyl-allyl alcohol), N1=CC=CC=C1 (pyridine). Run in CCCCC (n-pentane), CCCCC (n-pentane). Run at time 3 hour. Product: C(C)(C)(C)C1=CC=C(C=C1)C=C(CBr)C (3-(p-tert.-butyl-phenyl)-2-methyl-allyl bromide). As a reaction SMILES: [C:1]([C:5]1[CH:10]=[CH:9][C:8]([CH:11]=[C:12]([CH3:15])[CH2:13]O)=[CH:7][CH:6]=1)([CH3:4])([CH3:3])[CH3:2].N1C=CC=CC=1.P(Br)(Br)[Br:23]>CCCCC>[C:1]([C:5]1[CH:10]=[CH:9][C:8]([CH:11]=[C:12]([CH3:15])[CH2:13][Br:23])=[CH:7][CH:6]=1)([CH3:4])([CH3:3])[CH3:2]. Reported procedure: 73.2 g of 3-(p-tert.butyl-phenyl)-2-methyl-allyl alcohol nd 8.6 ml of pyridine in 700 ml of n-pentane are cooled down to -5° C. At this temperature there are added dropwise while stirring over a period of 2 hours 15.2 ml of phosphorus tribromide in 700 ml of n-pentane and the mixture is stirred at room temperature for 3 hours. The mixture is poured on to 500 g of ice and stirred up for 30 minutes. The pentane phase is separated and the aqueous phase is back-extracted with n-pentane. The combined... Reactants: CC(=O)O, CC(=O)O, CCO, [Cl-], [Cl-], [Cl-], O=C(c1cccc(F)c1)c1ccccc1Nc1ncccc1[N+](=O)[O-], O, O, [Ti+3]. Product: Nc1cccnc1Nc1ccccc1C(=O)c1cccc(F)c1. As a reaction SMILES: [C:30]([OH:31])(=[O:32])[CH3:33].[C:35]([OH:36])(=[O:37])[CH3:38].[CH2:27]([OH:28])[CH3:29].[Cl-:39].[Cl-:40].[Cl-:41].[F:1][c:2]1[cH:3][c:4]([C:8](=[O:9])[c:10]2[c:11]([NH:16][c:17]3[n:18][cH:19][cH:20][cH:21][c:22]3[N+:23]([O-:24])=[O:25])[cH:12][cH:13][cH:14][cH:15]2)[cH:5][cH:6][cH:7]1.[OH2:26].[OH2:34].[Ti+3:42]>>[F:1][c:2]1[cH:3][c:4]([C:8](=[O:9])[c:10]2[c:11]([NH:16][c:17]3[n:18][cH:19][cH:20][cH:21][c:22]3[NH2:23])[cH:12][cH:13][cH:14][cH:15]2)[cH:5][cH:6][cH:7]1. Reactants: stannous chloride dihydrate, N(=O)[O-].[Na+] (sodium nitrite), ClC=1C=C(N)C=CC1OC (3-chloro-4-methoxyaniline). Run in Cl (hydrochloric acid), O (water), Cl (hydrochloric acid). Yields the product Cl.ClC=1C=C(C=CC1OC)NN ((3-chloro-4-methoxyphenyl)hydrazine hydrochloride). The yield is 173.4%. As a reaction SMILES: [N:1]([O-])=O.[Na+].[Cl:5][C:6]1[CH:7]=[C:8]([CH:10]=[CH:11][C:12]=1[O:13][CH3:14])[NH2:9]>O.Cl>[ClH:5].[Cl:5][C:6]1[CH:7]=[C:8]([NH:9][NH2:1])[CH:10]=[CH:11][C:12]=1[O:13][CH3:14] |f:0.1,5.6|. Procedure: A solution of sodium nitrite (6 g) in water (50 ml) was added dropwise to a solution of 3-chloro-4-methoxyaniline (10 g) in concentrated hydrochloric acid (30 ml) at 0° C. with stirring. After the addition was completed, the reaction mixture was stirred at the same temperature for 1 hour. A solution of stannous chloride dihydrate (50 g) in concentrated hydrochloric acid (30 ml) was added dropwise at 0° C. The resulting mixture was stirred for 2 hours at the same temperature. The resulting precip...